Task: describe an organic reaction: reactants, conditions, products, and yield. Dataset: the Open Reaction Database (ORD), a public repository of structured organic reaction records The reactants are O1C(CCCC1)OCC1=CC=C(COCN2C(N=CC(=C2)Cl)=O)C=C1 (1-[4-(Tetrahydropyran-2-yloxymethyl)benzyloxy]methyl-5-chloropyrimidin-2-on). Solvent: CO (methanol), C(Cl)(Cl)Cl (chloroform). Reaction conditions: time 2.5 hour. The product is OCC1=CC=C(COCN2C(N=CC(=C2)Cl)=O)C=C1 (1-[4-(Hydroxymethyl)benzyloxy]methyl-5-chloropyrimidin-2-one). Yield: 60.0%. RXN SMILES: O1CCCCC1[O:7][CH2:8][C:9]1[CH:25]=[CH:24][C:12]([CH2:13][O:14][CH2:15][N:16]2[CH:21]=[C:20]([Cl:22])[CH:19]=[N:18][C:17]2=[O:23])=[CH:11][CH:10]=1>CO.C(Cl)(Cl)Cl>[OH:7][CH2:8][C:9]1[CH:25]=[CH:24][C:12]([CH2:13][O:14][CH2:15][N:16]2[CH:21]=[C:20]([Cl:22])[CH:19]=[N:18][C:17]2=[O:23])=[CH:11][CH:10]=1. Procedure details: Dowex 50W-X8 ion exchanger in the acid form (0.29 g) was added to a solution of 1-[4-(tetrahydropyran-2-yloxymethyl)benzyloxy]methyl-5-chloropyrimidin-2-one (see Example 19) (1.2 mmol) in methanol (2 ml) and chloroform (0.5 ml) and the mixture stirred at room temperature for 2.5 hours. The ion exchanger was then removed by filtration and the filtrate evaporated to dryness at reduced pressure without heating. The residue was the title compound in the form of a non-crystalline material, obtained i... The reactants are NC1=CC=CC=C1 (aniline), NC(=O)N (urea), C12CN(CC(CC1)O2)C2=C1C(=NC(=N2)C2=CC=C(C=C2)NC(=O)NCC)N(N=C1)C1CCN(CC1)C(=O)OCC (ethyl 4-(4-(8-oxa-3-azabicyclo[3.2.1]octan-3-yl)-6-(4-(3-ethylureido)phenyl)-1H-pyrazolo[3,4-d]pyrimidin-1-yl)piperidine-1-carboxylate), C1(CC1)N (cyclopropylamine). The product is C12COCC(CC1)N2C2=C1C(=NC(=N2)C2=CC=C(C=C2)NC(=O)NC2CC2)N(N=C1)CC (1-(4-(4-(3-oxa-8-azabicyclo[3.2.1]octan-8-yl)-1-ethyl-1H-pyrazolo[3,4-d]pyrimidin-6-yl)phenyl)-3-cyclopropylurea). Reported procedure: A urea formation procedure similar to that used for the synthesis of ethyl 4-(4-(8-oxa-3-azabicyclo[3.2.1]octan-3-yl)-6-(4-(3-ethylureido)phenyl)-1H-pyrazolo[3,4-d]pyrimidin-1-yl)piperidine-1-carboxylate is used, utilizing cyclopropylamine as the aniline component. (47%, MS=434.4 (M+H)) RXN SMILES: NC(N)=O.[CH:5]12[O:12][CH:9](CC1)[CH2:8][N:7]([C:13]1[N:18]=[C:17]([C:19]3[CH:24]=[CH:23][C:22]([NH:25][C:26]([NH:28][CH2:29][CH3:30])=[O:27])=[CH:21][CH:20]=3)[N:16]=[C:15]3[N:31]([CH:34]4CCN(C(OCC)=O)C[CH2:35]4)[N:32]=[CH:33][C:14]=13)[CH2:6]2.[CH:45]1(N)C[CH2:46]1.N[C:50]1C=CC=CC=1>>[CH:8]12[N:7]([C:13]3[N:18]=[C:17]([C:19]4[CH:24]=[CH:23][C:22]([NH:25][C:26]([NH:28][CH:29]5[CH2:50][CH2:30]5)=[O:27])=[CH:21][CH:20]=4)[N:16]=[C:15]4[N:31]([CH2:34][CH3:35])[N:32]=[CH:33][C:14]=34)[CH:6]([CH2:45][CH2:46]1)[CH2:5][O:12][CH2:9]2. Reactants: COC=1C=C2CCC=C(C2=CC1)C (6-Methoxy-1-methyl-3,4-dihydronaphthalene), C(C)(=O)[O-].[Na+] (sodium acetate), mixture, P(=O)(Cl)(Cl)Cl (phosphorus oxychloride), ice. Run at temperature 72.5 celsius, time 3 hour. Yields the product COC=1C=C2CCC(=C(C2=CC1)C)C=O (6-Methoxy-1-methyl-3,4-dihydro-2-naphthaldehyde). Yield: 43.5%. Reaction SMILES: [CH3:1][O:2][C:3]1[CH:4]=[C:5]2[C:10](=[CH:11][CH:12]=1)[C:9]([CH3:13])=[CH:8][CH2:7][CH2:6]2.P(Cl)(Cl)(Cl)=O.[C:19]([O-])(=[O:21])C.[Na+]>>[CH3:1][O:2][C:3]1[CH:4]=[C:5]2[C:10](=[CH:11][CH:12]=1)[C:9]([CH3:13])=[C:8]([CH:19]=[O:21])[CH2:7][CH2:6]2 |f:2.3|. Procedure details: To a solution of Compound B (0.44 g, 2.5 mmole) in dry dimethylfomamide (1.3 ml, 16.8 mmole) at ice cooling and stirring under argon atmosphere, phosphorus oxychloride (0.62 ml, 6.65 mmole) was added drop-by-drop in 2 minutes. The reaction mixture was stirred in an oil bath of 70-75° C. for 3 hours. After cooling in an ice bath, ice (6 g) was added, then sodium acetate (anhydrous, 3.7 g) was added, and the mixture (pH 6) was warmed in an oil bath at 70-75° C. for 15 minutes. After cooling, it wa... Reactants: COc1ccc(S(=O)(=O)Cl)cc1OC, O=c1[nH]c2ccc(Cl)cc2n1-c1ccccc1, [H-], [Na+], CN(C)C=O, O. The product is COc1ccc(S(=O)(=O)n2c(=O)n(-c3ccccc3)c3cc(Cl)ccc32)cc1OC. As a reaction SMILES: [CH3:20][O:21][c:22]1[cH:23][c:24]([S:30](=[O:31])(=[O:32])[Cl:33])[cH:25][cH:26][c:27]1[O:28][CH3:29].[Cl:3][c:4]1[cH:5][c:6]2[c:7]([nH:8][c:9](=[O:17])[n:10]2-[c:11]2[cH:12][cH:13][cH:14][cH:15][cH:16]2)[cH:18][cH:19]1.[H-:1].[Na+:2].[O:35]=[CH:36][N:37]([CH3:38])[CH3:39].[OH2:34]>>[Cl:3][c:4]1[cH:5][c:6]2[c:7]([n:8]([S:30]([c:24]3[cH:23][c:22]([O:21][CH3:20])[c:27]([O:28][CH3:29])[cH:26][cH:25]3)(=[O:31])=[O:32])[c:9](=[O:17])[n:10]2-[c:11]2[cH:12][cH:13][cH:14][cH:15][cH:16]2)[cH:18][cH:19]1. The reactants are BrCCBr, CC(=O)c1cc(Br)ccc1O, CCC(C)=O, [K+], [K+], O=C([O-])[O-]. The product is CC(=O)c1cc(Br)ccc1OCCBr. Reaction SMILES: [Br:18][CH2:19][CH2:20][Br:21].[Br:1][c:2]1[cH:3][cH:4][c:5]([OH:11])[c:6]([C:8]([CH3:9])=[O:10])[cH:7]1.[CH2:22]([C:23]([CH3:24])=[O:25])[CH3:26].[K+:12].[K+:13].[O-:14][C:15]([O-:16])=[O:17]>>[Br:1][c:2]1[cH:3][cH:4][c:5]([O:11][CH2:20][CH2:19][Br:18])[c:6]([C:8]([CH3:9])=[O:10])[cH:7]1.